From a dataset of the Open Reaction Database (ORD), a public repository of structured organic reaction records. describe an organic reaction: reactants, conditions, products, and yield Procedure: Sodium iodide (10.6 g, 71 mmol) was added to a green solution of 2a (4.26 g, 14 mmol) in acetonitrile (80 mL) in a vessel covered with aluminum foil to protect from light, followed by chlorotrimethylsilane (8.9 mL, 71 mmol) and water (0.4 mL, 21 mmol). The yellow-orange mixture was refluxed overnight in the dark. HPLC analysis showed that although some starting pyridine was still present, decomposition also appeared to be occurring. The reaction was quenched with saturated sodium thiosulfate sol... Solvent: N1=CC=CC=C1 (pyridine), C(C)#N (acetonitrile). As a reaction SMILES: [I-].[Na+].[C:3]([C:7]1[CH:24]=[CH:23][CH:22]=[CH:21][C:8]=1[O:9][C:10]1[C:15]([N+:16]([O-:18])=[O:17])=[CH:14][CH:13]=[C:12]([O:19]C)[N:11]=1)([CH3:6])([CH3:5])[CH3:4].[Al].Cl[Si](C)(C)C.O>C(#N)C.N1C=CC=CC=1>[C:3]([C:7]1[CH:24]=[CH:23][CH:22]=[CH:21][C:8]=1[O:9][C:10]1[N:11]=[C:12]([OH:19])[CH:13]=[CH:14][C:15]=1[N+:16]([O-:18])=[O:17])([CH3:6])([CH3:4])[CH3:5] |f:0.1|. Reactants: Cl[Si](C)(C)C (chlorotrimethylsilane), [I-].[Na+] (Sodium iodide), C(C)(C)(C)C1=C(OC2=NC(=CC=C2[N+](=O)[O-])OC)C=CC=C1 (2-(2-tert-Butyl-phenoxy)-6-methoxy-3-nitro-pyridine), [Al] (aluminum), O (water). The product is C(C)(C)(C)C1=C(OC2=C(C=CC(=N2)O)[N+](=O)[O-])C=CC=C1 (6-(2-tert-Butyl-phenoxy)-5-nitro-pyridin-2-ol). The yield is 58.0%. Reactants: CC(C)C[Al+]CC(C)C, CCOC(=O)c1cnoc1-c1cccc(Cl)c1, Cl, [H-], C1CCOC1. The product is OCc1cnoc1-c1cccc(Cl)c1. Reaction SMILES: [CH2:19]([Al+:20][CH2:21][CH:22]([CH3:23])[CH3:24])[CH:25]([CH3:26])[CH3:27].[Cl:1][c:2]1[cH:3][c:4](-[c:8]2[c:9]([C:13](=[O:14])[O:15][CH2:16][CH3:17])[cH:10][n:11][o:12]2)[cH:5][cH:6][cH:7]1.[ClH:28].[H-:18].[O:29]1[CH2:30][CH2:31][CH2:32][CH2:33]1>>[Cl:1][c:2]1[cH:3][c:4](-[c:8]2[c:9]([CH2:13][OH:14])[cH:10][n:11][o:12]2)[cH:5][cH:6][cH:7]1.